Dataset: the Open Reaction Database (ORD), a public repository of structured organic reaction records. Task: describe an organic reaction: reactants, conditions, products, and yield The reactants are NC1=NC(=NC=2N1N=C(N2)C=2OC=CC2)NCCC2=CC=C(C=C2)OC (7-amino-2-(2-furyl)-5-[2-(4-methoxyphenyl)ethy]amino-[1,2,4]-triazolo[1,5-a][1,3,5]triazine), [H][H] (hydrogen), CO (methanol). The reagents and catalysts are [Pd] (palladium on carbon). The product is NC1=NC(=NC=2N1N=C(N2)C=2OC=CC2)NCCC2=C(C=CC=C2)O (7-amino-2-(2-furyl)-5-[2-(hydroxyphenyl)ethyl]amino-[1,2,4]triazolo[1,5-a][1,3,5]triazine). As a reaction SMILES: [NH2:1][C:2]1[N:7]2[N:8]=[C:9]([C:11]3[O:12][CH:13]=[CH:14][CH:15]=3)[N:10]=[C:6]2[N:5]=[C:4]([NH:16][CH2:17][CH2:18][C:19]2[CH:24]=[CH:23][C:22](OC)=[CH:21][CH:20]=2)[N:3]=1.[H][H].C[OH:30]>[Pd]>[NH2:1][C:2]1[N:7]2[N:8]=[C:9]([C:11]3[O:12][CH:13]=[CH:14][CH:15]=3)[N:10]=[C:6]2[N:5]=[C:4]([NH:16][CH2:17][CH2:18][C:19]2[CH:20]=[CH:21][CH:22]=[CH:23][C:24]=2[OH:30])[N:3]=1. Reported procedure: A solution of the product of Example 161 (0.9 g) in methanol (150 ml) was hydrogenated at room-temperature and pressure using 10% palladium on carbon (0.9 g) catalyst. After the uptake of hydrogen was complete, the catalyst was filtered off and the solvent evaporated. The residue was crystallised from ethanol, and gave 7-amino-2-(2-furyl)-5-[2-(hydroxyphenyl)ethyl]amino-[1,2,4]triazolo[1,5-a][1,3,5]triazine, m.p. 260°-263° C. microanalysis, found: C,57.2; H,4.8; N,28.6%; C16H15N7O2 (0.15) C2H5OH... The reactants are CC=1C(C(CCC1)(C)C)(C#CC(C)O)O (2,6,6-trimethyl-1-hydroxy-1-(3-hydroxy-but-1-ynyl)cyclohex-2-ene), N1=CC=CC=C1 (pyridine), C(C)(=O)OC(C)=O (acetic anhydride). The solvent is C(C)(C)(C)OC (tertiary butylmethyl ether). Conditions: time 27 hour. The product is CC1=C(C(CC=C1)(C)C)C#CC(C)OC(C)=O (2,6,6-trimethyl-1-(3-acetoxy-but-1-ynyl)cyclohexa-1,3-diene). Isolated yield 45.0%. As a reaction SMILES: [CH3:1][C:2]1[C:3](O)([C:10]#[C:11][CH:12]([OH:14])[CH3:13])[C:4]([CH3:9])([CH3:8])[CH2:5][CH2:6][CH:7]=1.N1C=CC=CC=1.[C:22](OC(=O)C)(=[O:24])[CH3:23]>C(OC)(C)(C)C>[CH3:1][C:2]1[CH:7]=[CH:6][CH2:5][C:4]([CH3:9])([CH3:8])[C:3]=1[C:10]#[C:11][CH:12]([O:14][C:22](=[O:24])[CH3:23])[CH3:13]. Procedure: In a 500 ml. three-necked flask fitted with a mechanical stirrer, a dropping funnel, a thermometer and a reflux condenser protected by a calcium chloride tube is placed a mixture of 66 g. of 2,6,6-trimethyl-1-hydroxy-1-(3-hydroxy-but-1-ynyl)cyclohex-2-ene and 76 g. of pyridine in 200 ml. of tertiary butylmethyl ether. To the stirred solution is added 34 g. of acetic anhydride at room temperature. The reaction mixture is stirred for a period of 27 hours at ambient temperature. The reaction mixtur... The reactants are Cl (HCl), C(=O)(C(F)(F)F)O (TFA), C(C)(C)(C)OC(=O)N1[C@@H](CC[C@@H]1C)C=1NC(=CN1)C=1C=C2C=CC(=CC2=CC1)C#CC1=CN=C(N1)[C@H]1N([C@@H]2C[C@@H]2C1)C(=O)OC(C)(C)C ((1R,3S,5R)-tert-butyl 3-(5-((6-(2-((2S,5S)-1-(tert-butoxycarbonyl)-5-methylpyrrolidin-2-yl)-1H-imidazol-5-yl)naphthalen-2-yl)ethynyl)-1H-imidazol-2-yl)-2-azabicyclo[3.1.0]hexane-2-carboxylate). The solvent is O1CCOCC1 (dioxane), O1CCOCC1 (dioxane). Run at time 2 hour. Yields the product Cl (HCl), C[C@H]1CC[C@H](N1)C=1NC=C(N1)C=1C=C2C=CC(=CC2=CC1)C#CC=1N=C(NC1)[C@H]1N[C@@H]2C[C@@H]2C1 ((1R,3S,5R)-3-(4-((6-(2-((2S,5S)-5-methylpyrrolidin-2-yl)-1H-imidazol-4-yl)naphthalen-2-yl)ethynyl)-1H-imidazol-2-yl)-2-azabicyclo[3.1.0]hexane). Yield: 135.2%. As a reaction SMILES: [ClH:1].C(O)(C(F)(F)F)=O.C(OC([N:16]1[C@@H:20]([CH3:21])[CH2:19][CH2:18][C@H:17]1[C:22]1[NH:23][C:24]([C:27]2[CH:28]=[C:29]3[C:34](=[CH:35][CH:36]=2)[CH:33]=[C:32]([C:37]#[C:38][C:39]2[NH:43][C:42]([C@@H:44]4[CH2:49][C@@H:48]5[C@@H:46]([CH2:47]5)[N:45]4C(OC(C)(C)C)=O)=[N:41][CH:40]=2)[CH:31]=[CH:30]3)=[CH:25][N:26]=1)=O)(C)(C)C>O1CCOCC1>[ClH:1].[CH3:21][C@@H:20]1[NH:16][C@H:17]([C:22]2[NH:26][CH:25]=[C:24]([C:27]3[CH:28]=[C:29]4[C:34](=[CH:35][CH:36]=3)[CH:33]=[C:32]([C:37]#[C:38][C:39]3[N:43]=[C:42]([C@@H:44]5[CH2:49][C@@H:48]6[C@@H:46]([CH2:47]6)[NH:45]5)[NH:41][CH:40]=3)[CH:31]=[CH:30]4)[N:23]=2)[CH2:18][CH2:19]1. Procedure: 4M HCl (0.611 mL, 2.445 mmol) in dioxane was added to a mixture of a TFA salt of (1R,3S,5R)-tert-butyl 3-(5-((6-(2-((2S,5S)-1-(tert-butoxycarbonyl)-5-methylpyrrolidin-2-yl)-1H-imidazol-5-yl)naphthalen-2-yl)ethynyl)-1H-imidazol-2-yl)-2-azabicyclo[3.1.0]hexane-2-carboxylate (53.6 mg, 0.061 mmol) in dioxane (1.5 mL) and the reaction was vigorously stirred for 2 h. The reaction was concentrated under a steam of nitrogen overnight to yield an HCl salt of (1R,3S,5R)-3-(4-((6-(2-((2S,5S)-5-methylpyrrol... Starting materials: [Li]CCCC, CN(C)C=O, CC(C)S(=O)(=O)Nc1ccc(F)cc1F, C1CCOC1, O. Product: CC(C)S(=O)(=O)Nc1ccc(F)c(C=O)c1F. Reaction SMILES: [CH2:16]([Li:17])[CH2:18][CH2:19][CH3:20].[CH3:21][N:22]([CH:23]=[O:24])[CH3:25].[F:1][c:2]1[c:3]([NH:9][S:10](=[O:11])(=[O:12])[CH:13]([CH3:14])[CH3:15])[cH:4][cH:5][c:6]([F:8])[cH:7]1.[O:27]1[CH2:28][CH2:29][CH2:30][CH2:31]1.[OH2:26]>>[F:1][c:2]1[c:3]([NH:9][S:10](=[O:11])(=[O:12])[CH:13]([CH3:14])[CH3:15])[cH:4][cH:5][c:6]([F:8])[c:7]1[CH:23]=[O:24]. Starting materials: BrBr (bromine), N1(C=NC=C1)C1=CC=C(C=C1)C(C)=O (4'-(1H-imidazol-1-yl)acetophenone). Solvent: Br (HBr), C(C)(=O)O (acetic acid). Reaction conditions: time 8 hour. Product: Br.BrCC(=O)C1=CC=C(C=C1)N1C=NC=C1 (2-Bromo-1-[4-(1H-imidazol-1-yl)phenyl]ethanone hydrobromide). RXN SMILES: [Br:1]Br.[N:3]1([C:8]2[CH:13]=[CH:12][C:11]([C:14](=[O:16])[CH3:15])=[CH:10][CH:9]=2)[CH:7]=[CH:6][N:5]=[CH:4]1>Br.C(O)(=O)C>[BrH:1].[Br:1][CH2:15][C:14]([C:11]1[CH:10]=[CH:9][C:8]([N:3]2[CH:7]=[CH:6][N:5]=[CH:4]2)=[CH:13][CH:12]=1)=[O:16] |f:4.5|. Procedure: Add bromine (5.71 mL, 0.111 mol) to a solution of 4'-(1H-imidazol-1-yl)acetophenone (20.75 g, 0.111 mol) in 30-32% HBr in acetic acid. Stir the mixture overnight and collect the crystals. Wash the crystals with ethanol (3×50 mL) and air dry for 2h at room temperature to afford the title compound. The reactants are CC(C)(C)c1cc([N+](=O)[O-])c(Cl)c([N+](=O)[O-])c1, CCNCC1(C)OCCO1, Cc1ccccc1, CCO. The product is CCN(CC1(C)OCCO1)c1c([N+](=O)[O-])cc(C(C)(C)C)cc1[N+](=O)[O-]. As a reaction SMILES: [C:1]([CH3:2])([CH3:3])([CH3:4])[c:5]1[cH:6][c:7]([N+:15](=[O:16])[O-:17])[c:8]([Cl:14])[c:9]([N+:11](=[O:12])[O-:13])[cH:10]1.[CH2:18]([CH3:19])[NH:20][CH2:21][C:22]1([CH3:27])[O:23][CH2:24][CH2:25][O:26]1.[CH3:28][c:29]1[cH:30][cH:31][cH:32][cH:33][cH:34]1.[CH3:35][CH2:36][OH:37]>>[C:1]([CH3:2])([CH3:3])([CH3:4])[c:5]1[cH:6][c:7]([N+:15](=[O:16])[O-:17])[c:8]([N:20]([CH2:18][CH3:19])[CH2:21][C:22]2([CH3:27])[O:23][CH2:24][CH2:25][O:26]2)[c:9]([N+:11](=[O:12])[O-:13])[cH:10]1. Starting materials: Cl.N12CCC(CC1)(CC2)C(=O)O (Quinuclidine-4-carboxylic acid hydrochloride), C(C(=O)Cl)(=O)Cl (oxalyl chloride). The reagents and catalysts are CN(C=O)C (dimethylformamide). Run in ClCCl (dichloromethane), ClCCl (dichloromethane). Product: Cl.N12CCC(CC1)(CC2)C(=O)Cl (Quinuclidin-4-ylcarbonyl chloride hydrochloride). Reaction SMILES: [ClH:1].[N:2]12[CH2:9][CH2:8][C:5]([C:10](O)=[O:11])([CH2:6][CH2:7]1)[CH2:4][CH2:3]2.C(Cl)(=O)C([Cl:16])=O>ClCCl.CN(C)C=O>[ClH:16].[N:2]12[CH2:9][CH2:8][C:5]([C:10]([Cl:1])=[O:11])([CH2:6][CH2:7]1)[CH2:4][CH2:3]2 |f:0.1,5.6|. Procedure: Quinuclidine-4-carboxylic acid hydrochloride (0.192 g, 0.001 mole) was suspended in dichloromethane (5 ml) and dimethylformamide (1 drop) and oxalyl chloride (0.436 ml. 0.635 g, 0.005 mole) were added. The resulting suspension was heated to reflux under an atmosphere of argon for six hours. Following concentration of the suspension in vacuo the residue was suspended in dichloromethane, concentrated in vacuo and finally dried in vacuo to give the title compound as a pale brown solid.